From a dataset of the Open Reaction Database (ORD), a public repository of structured organic reaction records. describe an organic reaction: reactants, conditions, products, and yield The reactants are COC(=O)[C@@H]1CC[C@H](CC1)OC1=CC=C(C=C1)F (trans-4-(4-fluoro-phenoxy)-cyclohexanecarboxylic acid methyl ester), O.NN (hydrazine hydrate). Run in C1(=CC=CC=C1)C (toluene). Reaction conditions: temperature 120 celsius. The product is FC1=CC=C(O[C@@H]2CC[C@H](CC2)C(=O)NN)C=C1 (trans-4-(4-Fluoro-phenoxy)-cyclohexanecarboxylic acid hydrazide). Yield: 95.8%. Reaction SMILES: C[O:2][C:3]([C@H:5]1[CH2:10][CH2:9][C@H:8]([O:11][C:12]2[CH:17]=[CH:16][C:15]([F:18])=[CH:14][CH:13]=2)[CH2:7][CH2:6]1)=O.O.[NH2:20][NH2:21]>C1(C)C=CC=CC=1>[F:18][C:15]1[CH:16]=[CH:17][C:12]([O:11][C@H:8]2[CH2:9][CH2:10][C@H:5]([C:3]([NH:20][NH2:21])=[O:2])[CH2:6][CH2:7]2)=[CH:13][CH:14]=1 |f:1.2|. Reported procedure: A mixture of trans-4-(4-fluoro-phenoxy)-cyclohexanecarboxylic acid methyl ester (0.23 g, 0.93 mmol) and hydrazine hydrate (0.046 g, 0.91 mmol) was heated at 120° C. for 3.5 h. After cooling to room temperature the reaction mixture was suspended in toluene (70 ml). After evaporation of the solvent, the residue was suspended in toluene (70 ml) again. The solvent was evaporated and the residue was dried in high vacuo (1-2 mbar) to give the crude title compound (0.22 g, 96%) as white solid, which wa... Starting materials: C(C)(C)(C)N1N=CC(=C(C1=O)Cl)S (2-t-butyl-4-chloro-5-mercapto-3(2H)-pyridazinone), ClCC=1C=CC(=NC1)OCC(C(F)F)(F)F (5-chloromethyl-2-(2,2,3,3-tetrafluoropropyloxy)-pyridine), O (water), C([O-])([O-])=O.[K+].[K+] (potassium carbonate). Run in C(C)#N (acetonitrile). Run at time 8 hour. Product: C(C)(C)(C)N1N=CC(=C(C1=O)Cl)SCC=1C=NC(=CC1)OCC(C(F)F)(F)F (2-t-butyl-4-chloro-5-[{6-(2,2,3,3-tetrafluoropropyloxy)-3-pyridyl}-methylthio]-3(2H)-pyridazinone). The yield is 90.4%. As a reaction SMILES: [C:1]([N:5]1[C:10](=[O:11])[C:9]([Cl:12])=[C:8]([SH:13])[CH:7]=[N:6]1)([CH3:4])([CH3:3])[CH3:2].Cl[CH2:15][C:16]1[CH:17]=[CH:18][C:19]([O:22][CH2:23][C:24]([F:29])([F:28])[CH:25]([F:27])[F:26])=[N:20][CH:21]=1.C(=O)([O-])[O-].[K+].[K+].O>C(#N)C>[C:1]([N:5]1[C:10](=[O:11])[C:9]([Cl:12])=[C:8]([S:13][CH2:15][C:16]2[CH:21]=[N:20][C:19]([O:22][CH2:23][C:24]([F:29])([F:28])[CH:25]([F:27])[F:26])=[CH:18][CH:17]=2)[CH:7]=[N:6]1)([CH3:4])([CH3:2])[CH3:3] |f:2.3.4|. Procedure details: In 40 ml of acetonitrile were dissolved 2.2 g of 2-t-butyl-4-chloro-5-mercapto-3(2H)-pyridazinone and 2.7 g of 5-chloromethyl-2-(2,2,3,3-tetrafluoropropyloxy)-pyridine, and thereto was added 1.5 g of potassium carbonate. The reaction mixture was stirred overnight at room temperature, poured into water and extracted with benzene. The organic layer was washed with a 5% aqueous solution of sodium hydroxide and then with water, and dried over anhydrous sodium sulfate. Solvent was distilled off under... The reactants are NC[C@H](C)N1N=C(C=C1)C1=CC(=C(C#N)C(=C1)F)F ((S)-4-(1-(1-aminopropan-2-yl)-1H-pyrazol-3-yl)-2,6-difluorobenzonitrile), N1=CC(=CC=C1)C1=NNC(=C1)C(=O)O (3-(pyridin-3-yl)-1H-pyrazole-5-carboxylic acid), C=1C=CC2=C(C1)N=NN2O (HOBt), CCN(C(C)C)C(C)C (DIPEA), CCN=C=NCCCN(C)C (EDCI). Solvent: C(Cl)Cl (DCM). The product is C(#N)C1=C(C=C(C=C1F)C1=NN(C=C1)[C@H](CNC(=O)C1=CC(=NN1)C=1C=NC=CC1)C)F ((S)—N-(2-(3-(4-cyano-3,5-difluorophenyl)-1H-pyrazol-1-yl)propyl)-3-(pyridin-3-yl)-1H-pyrazole-5-carboxamide). Reaction SMILES: [NH2:1][CH2:2][C@@H:3]([N:5]1[CH:9]=[CH:8][C:7]([C:10]2[CH:17]=[C:16]([F:18])[C:13]([C:14]#[N:15])=[C:12]([F:19])[CH:11]=2)=[N:6]1)[CH3:4].[N:20]1[CH:25]=[CH:24][CH:23]=[C:22]([C:26]2[CH:30]=[C:29]([C:31](O)=[O:32])[NH:28][N:27]=2)[CH:21]=1.C1C=CC2N(O)N=NC=2C=1.CCN(C(C)C)C(C)C.CCN=C=NCCCN(C)C>C(Cl)Cl>[C:14]([C:13]1[C:16]([F:18])=[CH:17][C:10]([C:7]2[CH:8]=[CH:9][N:5]([C@@H:3]([CH3:4])[CH2:2][NH:1][C:31]([C:29]3[NH:28][N:27]=[C:26]([C:22]4[CH:21]=[N:20][CH:25]=[CH:24][CH:23]=4)[CH:30]=3)=[O:32])[N:6]=2)=[CH:11][C:12]=1[F:19])#[N:15]. Procedure details: The title compound was synthesized from (S)-4-(1-(1-aminopropan-2-yl)-1H-pyrazol-3-yl)-2,6-difluorobenzonitrile (0.277 g, 1.06 mmol), 3-(pyridin-3-yl)-1H-pyrazole-5-carboxylic acid (0.2 g, 1.06 mmol), HOBt (0.17 g, 1.27 mmol), DIPEA (0.22 mL, 1.27 mmol) and EDCI (0.243 g, 1.27 mmol) using DCM as the solvent using the method of Example 34(d). Yield 0.13 g. 1H NMR (400 MHz; d6-DMSO): δ 1.50 (d, 3H), 3.66 (m, 2H), 4.72 (m, 1H), 7.00 (d, 1H), 7.20 (s, 1H), 7.48 (m, 1H), 7.78 (m, 2H), 7.93 (d, 1H), 8... Reactants: CCOC(=O)C1(COCc2ccccc2)Cc2ccccc2O1, CO, Cl, [Li+], [OH-]. Yields the product O=C(O)C1(COCc2ccccc2)Cc2ccccc2O1. As a reaction SMILES: [CH2:1]([c:2]1[cH:3][cH:4][cH:5][cH:6][cH:7]1)[O:8][CH2:9][C:10]1([C:19](=[O:20])[O:21][CH2:22][CH3:23])[O:11][c:12]2[c:13]([cH:15][cH:16][cH:17][cH:18]2)[CH2:14]1.[CH3:27][OH:28].[ClH:26].[Li+:24].[OH-:25]>>[CH2:1]([c:2]1[cH:3][cH:4][cH:5][cH:6][cH:7]1)[O:8][CH2:9][C:10]1([C:19](=[O:20])[OH:21])[O:11][c:12]2[c:13]([cH:15][cH:16][cH:17][cH:18]2)[CH2:14]1. Starting materials: BrC1=CC=C(C=C1)CCC1(N=C(OC1)C)CO[Si](C)(C)C(C)(C)C (4-[2-(4-bromophenyl)ethyl]-4-(t-butyldimethylsilanyloxymethyl)-2-methyl-4,5-dihydrooxazole), acid, C(=O)([O-])[O-].[Na+].[Na+] (Na2CO3). Reagents/catalysts: C=1C=CC(=CC1)[P](C=2C=CC=CC2)(C=3C=CC=CC3)[Pd]([P](C=4C=CC=CC4)(C=5C=CC=CC5)C=6C=CC=CC6)([P](C=7C=CC=CC7)(C=8C=CC=CC8)C=9C=CC=CC9)[P](C=1C=CC=CC1)(C=1C=CC=CC1)C=1C=CC=CC1 (Pd(PPh3)4). Solvent: O (H2O), CCOC(=O)C (EtOAc), C1(=CC=CC=C1)C (toluene), CCO (EtOH), O (H2O). Conditions: temperature 90 celsius, time 5 hour. Product: [Si](C)(C)(C(C)(C)C)OCC1(N=C(OC1)C)CCC1(CC=C(C=C1)C1=CC=CC=C1)C=O (4-{2-[4-(t-butyldimethylsilanyloxymethyl)-2-methyl-4,5-dihydrooxazol-4-yl]ethyl}-biphenyl-4-carbaldehyde). Reaction SMILES: Br[C:2]1[CH:7]=[CH:6][C:5]([CH2:8][CH2:9][C:10]2([CH2:16][O:17][Si:18]([C:21]([CH3:24])([CH3:23])[CH3:22])([CH3:20])[CH3:19])[CH2:14][O:13][C:12]([CH3:15])=[N:11]2)=[CH:4][CH:3]=1.[C:25]([O-:28])([O-])=O.[Na+].[Na+]>C1(C)C=CC=CC=1.CCO.O.CCOC(C)=O.C1C=CC([P]([Pd]([P](C2C=CC=CC=2)(C2C=CC=CC=2)C2C=CC=CC=2)([P](C2C=CC=CC=2)(C2C=CC=CC=2)C2C=CC=CC=2)[P](C2C=CC=CC=2)(C2C=CC=CC=2)C2C=CC=CC=2)(C2C=CC=CC=2)C2C=CC=CC=2)=CC=1>[Si:18]([O:17][CH2:16][C:10]1([CH2:9][CH2:8][C:5]2([CH:25]=[O:28])[CH:6]=[CH:7][C:2]([C:2]3[CH:7]=[CH:6][CH:5]=[CH:4][CH:3]=3)=[CH:3][CH2:4]2)[CH2:14][O:13][C:12]([CH3:15])=[N:11]1)([C:21]([CH3:24])([CH3:23])[CH3:22])([CH3:20])[CH3:19] |f:1.2.3,^1:51,53,72,91|. Procedure: The mixture of 4-[2-(4-bromophenyl)ethyl]-4-(t-butyldimethylsilanyloxymethyl)-2-methyl-4,5-dihydrooxazole (2 mmol), 4-fomylphenylboronic acid (2.4 mmol), Pd(PPh3)4 (0.2 mmol) and Na2CO3 (9.6 mmol) in toluene (5 mL), EtOH (1.5 mL) and H2O (5 mL) is stirred at 90° C. for 5 h. It is diluted with H2O (15 mL) and EtOAc (15 mL) and the organic phase is washed with brine and dried over Na2SO4. After concentration, the crude product is purified by column chromatography using EtOAc/hexane (1/4) to give t...